Task: describe an organic reaction: reactants, conditions, products, and yield. Dataset: the Open Reaction Database (ORD), a public repository of structured organic reaction records Reactants: Cl.NC1=NC(=CC=C1C=NO)Cl (2-Amino-6-chloropyridine-3-carbaldehyde oxime hydrochloride), O1CCOCC1 (dioxane), N1=CC=CC=C1 (pyridine), FC(C(=O)OC(C(F)(F)F)=O)(F)F (trifluoroacetic anhydride). Run in C(C)(=O)OCC (ethyl acetate), C([O-])(O)=O.[Na+] (sodium bicarbonate). Reaction conditions: temperature 0 celsius, time 2 hour. The product is NC1=NC(=CC=C1C#N)Cl (2-Amino-6-chloropyridine-3-carbonitrile). As a reaction SMILES: Cl.[NH2:2][C:3]1[C:8]([CH:9]=[N:10]O)=[CH:7][CH:6]=[C:5]([Cl:12])[N:4]=1.O1CCOCC1.N1C=CC=CC=1.FC(F)(F)C(OC(=O)C(F)(F)F)=O>C(OCC)(=O)C.C(=O)(O)[O-].[Na+]>[NH2:2][C:3]1[C:8]([C:9]#[N:10])=[CH:7][CH:6]=[C:5]([Cl:12])[N:4]=1 |f:0.1,6.7|. Reported procedure: 11.15 g (53.6 mmol) of 2-amino-6-chloropyridine-3-carbaldehyde oxime hydrochloride (Example 108A) are introduced into dioxane, 13 ml (161 mmol) of pyridine are added, and the mixture is cooled to 0° C. 8.3 ml (58.95 mmol) of trifluoroacetic anhydride are added, and the reaction is allowed to warm to RT and then stirred at 60° C. for 2 h. The reaction mixture is taken up in a mixture of ethyl acetate and sodium bicarbonate solution. The organic phase is washed with saturated aqueous sodium chlori... Starting materials: C(O)CN (ethanolamine), C(C)(C)(C)OC(OC(C)(C)C)=O (di-tert-butylcarbonate), [OH-].[Na+] (NaOH). Solvent: O1CCOCC1 (dioxane). Conditions: time 24 hour. Yields the product C(=O)(OC(C)(C)C)NCCO (N-BOC-ethanolamine), crude product. RXN SMILES: [CH2:1]([CH2:3][NH2:4])[OH:2].[C:5]([O:9][C:10](=O)[O:11]C(C)(C)C)([CH3:8])([CH3:7])[CH3:6].[OH-].[Na+]>O1CCOCC1>[C:10]([NH:4][CH2:3][CH2:1][OH:2])([O:9][C:5]([CH3:8])([CH3:7])[CH3:6])=[O:11] |f:2.3|. Reported procedure: A mixture of ethanolamine (0.1 mol), di-tert-butylcarbonate (0.15 mol), dioxane (50 mL) and aq. 2 N NaOH (25 mL) is stirred at RT for 24 hr. The dioxane is removed by evaporation under reduced pressure. Water (50 mL) is added to the aqueous mixture and the mixture is extracted with CH2Cl2 (4×25 mL). The combined organic layers are dried (Na2SO4), filtered and concentrated under reduced pressure to give the crude product. Pure N-BOC-ethanolamine is obtained by purification of the crude product wi... Procedure: 140 mg of 5(S)-amino-4(S)-hydroxy-2(R),7,7-trimethyl-8-[2(R,S)-methylaminocarbonyl-3,4-dihydro-2H-1,4-benzoxazin-4-ylcarbonyl]-octanoic acid (N-butyl)amide (Example 28)) are reacted with 100 mg of 4-nitrophenyl formate in a manner analogous to that described in Example 17): Rf (S)=0.33; FAB-M S: (M+H)+ =519. Reaction SMILES: [CH2:1]([NH:5][C:6](=[O:35])[C@H:7]([CH3:34])[CH2:8][C@H:9]([OH:33])[C@@H:10]([NH2:32])[CH2:11][C:12]([CH3:31])([CH3:30])[CH2:13][C:14]([N:16]1[C:21]2[CH:22]=[CH:23][CH:24]=[CH:25][C:20]=2[O:19][CH:18]([C:26]([NH:28][CH3:29])=[O:27])[CH2:17]1)=[O:15])[CH2:2][CH2:3][CH3:4].[CH:36](OC1C=CC([N+]([O-])=O)=CC=1)=[O:37].C(NC(=O)[C@H](C)C[C@H](O)[C@@H](NC(OC(C)(C)C)=O)CC(C)(C)CC(N1C2C(=CC=CC=2)CC(NC(C)=O)C1)=O)CCC>>[CH2:1]([NH:5][C:6](=[O:35])[C@H:7]([CH3:34])[CH2:8][C@H:9]([OH:33])[C@@H:10]([NH:32][CH:36]=[O:37])[CH2:11][C:12]([CH3:30])([CH3:31])[CH2:13][C:14]([N:16]1[C:21]2[CH:22]=[CH:23][CH:24]=[CH:25][C:20]=2[O:19][CH:18]([C:26]([NH:28][CH3:29])=[O:27])[CH2:17]1)=[O:15])[CH2:2][CH2:3][CH3:4]. Yields the product C(CCC)NC([C@@H](C[C@@H]([C@H](CC(CC(=O)N1CC(OC2=C1C=CC=C2)C(=O)NC)(C)C)NC=O)O)C)=O (5(S)-Formylamino-4(S)-hydroxy-2(R),7,7-trimethyl-8-[2(R,S)-methylaminocarbonyl-3,4-dihydro-2H-1,4-benzoxazin-4-ylcarbonyl]-octanoic acid (N-butyl)amide). Reactants: C(CCC)NC([C@@H](C[C@@H]([C@H](CC(CC(=O)N1CC(OC2=C1C=CC=C2)C(=O)NC)(C)C)N)O)C)=O (5(S)-amino-4(S)-hydroxy-2(R),7,7-trimethyl-8-[2(R,S)-methylaminocarbonyl-3,4-dihydro-2H-1,4-benzoxazin-4-ylcarbonyl]-octanoic acid (N-butyl)amide), C(=O)OC1=CC=C(C=C1)[N+](=O)[O-] (4-nitrophenyl formate), C(CCC)NC([C@@H](C[C@@H]([C@H](CC(CC(=O)N1CC(CC2=CC=CC=C12)NC(=O)C)(C)C)NC(=O)OC(C)(C)C)O)C)=O (5(S)-tert-butoxycarbonylamino-4(S)-hydroxy-2(R),7,7-trimethyl-8-[3(R,S)-methylcarbonylamino-1,2,3,4-tetrahydroquinolin-1-ylcarbonyl]-octanoic acid (N-butyl)amide).